Task: describe an organic reaction: reactants, conditions, products, and yield. Dataset: the Open Reaction Database (ORD), a public repository of structured organic reaction records Reaction SMILES: [CH3:35][OH:36].[CH3:7][c:8]1[n:9][c:10]2[n:11]([cH:12][cH:13][c:14]3[c:19]2[NH:18][CH:17]([c:20]2[cH:21][cH:22][cH:23][cH:24][cH:25]2)[CH:16]([OH:26])[CH:15]3[O:27][CH2:28][CH2:29][S:30][CH3:31])[c:32]1[CH3:33].[I+3:1]([O-:2])([O-:3])([O-:4])[O-:5].[Na+:6].[OH2:34]>>[O:2]=[S:30]([CH2:29][CH2:28][O:27][CH:15]1[c:14]2[cH:13][cH:12][n:11]3[c:10]([n:9][c:8]([CH3:7])[c:32]3[CH3:33])[c:19]2[NH:18][CH:17]([c:20]2[cH:21][cH:22][cH:23][cH:24][cH:25]2)[CH:16]1[OH:26])[CH3:31]. Product: Cc1nc2c3c(ccn2c1C)C(OCCS(C)=O)C(O)C(c1ccccc1)N3. The reactants are CO, CSCCOC1c2ccn3c(C)c(C)nc3c2NC(c2ccccc2)C1O, [O-][I+3]([O-])([O-])[O-], [Na+], O. The reactants are CC(=O)O, C1CCOC1, C[Si](C)(C)[N-][Si](C)(C)C, CO, Cc1ccc2c(Cl)nccc2c1N, Fc1ncccc1-c1ncnc2[nH]ncc12, [Li+]. Product: Cc1ccc2c(Cl)nccc2c1Nc1ncccc1-c1ncnc2[nH]ncc12. Reaction SMILES: [C:47]([OH:48])(=[O:49])[CH3:50].[CH2:42]1[O:43][CH2:44][CH2:45][CH2:46]1.[CH3:30][Si:31]([N-:32][Si:33]([CH3:34])([CH3:35])[CH3:36])([CH3:37])[CH3:38].[CH3:40][OH:41].[Cl:1][c:2]1[n:3][cH:4][cH:5][c:6]2[c:7]([NH2:13])[c:8]([CH3:12])[cH:9][cH:10][c:11]12.[F:14][c:15]1[n:16][cH:17][cH:18][cH:19][c:20]1-[c:21]1[c:22]2[c:23]([n:24][cH:25][n:26]1)[nH:27][n:28][cH:29]2.[Li+:39]>>[Cl:1][c:2]1[n:3][cH:4][cH:5][c:6]2[c:7]([NH:13][c:15]3[n:16][cH:17][cH:18][cH:19][c:20]3-[c:21]3[c:22]4[c:23]([n:24][cH:25][n:26]3)[nH:27][n:28][cH:29]4)[c:8]([CH3:12])[cH:9][cH:10][c:11]12. Starting materials: C(CCC)[Sn](CCCC)(CCCC)OCCCC1=NC=CC=C1 ((2-pyridyl)propyl tributylstannyl ether), C[Si](C1=CC(=CO1)C=O)(C)C (5-trimethylsilyl-3-furaldehyde), C(CCC)[Li] (n-Butyl lithium), C(C)(=O)OC(C)=O (acetic anhydride), solution. Run in O1CCCC1 (tetrahydrofuran), O1CCCC1 (tetrahydrofuran), CCCCCC (hexane). Conditions: time 5 minute. Yields the product C(C)(=O)OC(COCCCC1=NC=CC=C1)C=1C=C(OC1)[Si](C)(C)C (4-[1-Acetoxy-2-[3-(2-pyridyl)propoxy]ethyl]-2-trimethylsilylfuran). RXN SMILES: C([Li])CCC.C([Sn]([O:19][CH2:20][CH2:21][CH2:22][C:23]1[CH:28]=[CH:27][CH:26]=[CH:25][N:24]=1)(CCCC)CCCC)CCC.[CH3:29][Si:30]([CH3:39])([CH3:38])[C:31]1[O:35][CH:34]=[C:33](C=O)[CH:32]=1.[C:40]([O:43][C:44](=[O:46])[CH3:45])(=O)[CH3:41]>CCCCCC.O1CCCC1>[C:44]([O:43][CH:40]([C:33]1[CH:32]=[C:31]([Si:30]([CH3:39])([CH3:38])[CH3:29])[O:35][CH:34]=1)[CH2:41][O:19][CH2:20][CH2:21][CH2:22][C:23]1[CH:28]=[CH:27][CH:26]=[CH:25][N:24]=1)(=[O:46])[CH3:45]. Procedure: n-Butyl lithium (a 1.6M solution in hexane; 0.46 ml, 0.74 mmol) was added dropwise to a solution of (2-pyridyl)propyl tributylstannyl ether (309.2 mg, 0.70 mmol) in tetrahydrofuran (5 ml) at -78° under argon. After 5 minutes, a solution of 5-trimethylsilyl-3-furaldehyde (118 mg, 0.70 mmol) in tetrahydrofuran (1.5 ml) was added, followed by acetic anhydride (0.1 ml, 1.05 mmol) after 1 hour. Stirring was continued at -78° for 4 hours and the mixture was quenched with water. Extraction (ethyl ether... The reactants are C(C)(=O)OC(C)=O (Acetic anhydride), C1(=CC=C(C=C1)C(=CCN)C1=CC=C(C=C1)C1=CC=CC=C1)C1=CC=CC=C1 (1, 1 -di(4-biphenylyl)- 3 -amino-prop-1-ene). Solvent: C(=O)O (formic acid). The product is C1(=CC=C(C=C1)C(=CCNC=O)C1=CC=C(C=C1)C1=CC=CC=C1)C1=CC=CC=C1 (1, 1-di (4 -biphenyly)-3-formamido-prop-1-ene). As a reaction SMILES: C(O[C:5](=[O:7])C)(=O)C.[C:8]1([C:30]2[CH:35]=[CH:34][CH:33]=[CH:32][CH:31]=2)[CH:13]=[CH:12][C:11]([C:14]([C:18]2[CH:23]=[CH:22][C:21]([C:24]3[CH:29]=[CH:28][CH:27]=[CH:26][CH:25]=3)=[CH:20][CH:19]=2)=[CH:15][CH2:16][NH2:17])=[CH:10][CH:9]=1>C(O)=O>[C:21]1([C:24]2[CH:25]=[CH:26][CH:27]=[CH:28][CH:29]=2)[CH:20]=[CH:19][C:18]([C:14]([C:11]2[CH:12]=[CH:13][C:8]([C:30]3[CH:35]=[CH:34][CH:33]=[CH:32][CH:31]=3)=[CH:9][CH:10]=2)=[CH:15][CH2:16][NH:17][CH:5]=[O:7])=[CH:23][CH:22]=1. Procedure details: Acetic anhydride (1ml) was added to a solution of 1, 1 -di(4-biphenylyl)- 3 -amino-prop-1-ene (1g) in 99% formic acid (5ml) and the mixture was refluxed for 1 hour then poured onto ice. The solid was collected, washed with water, dried and then recrystallised from benzene/ n - propanol to furnish 1, 1-di (4 -biphenyly)-3-formamido-prop-1-ene (m.p. 171°- 173° C). This compound, reduced with lithium aluminium/hydride in ether/tetrahydrofuran at - 30° C, afforded 1, 1-di(4-biphenylyl)-3-methylamino...